This data is from the Open Reaction Database (ORD), a public repository of structured organic reaction records. The task is: describe an organic reaction: reactants, conditions, products, and yield Starting materials: CCOC(=O)N1c2cc(CBr)c(OC)cc2C(N(Cc2cc(C(F)(F)F)cc(C(F)(F)F)c2)C(=O)OC)CC1C, C[S-], CN(C)C=O, [Na+], O. Yields the product CCOC(=O)N1c2cc(CSC)c(OC)cc2C(N(Cc2cc(C(F)(F)F)cc(C(F)(F)F)c2)C(=O)OC)CC1C. RXN SMILES: [CH2:4]([CH3:5])[O:6][C:7](=[O:8])[N:9]1[CH:10]([CH3:43])[CH2:11][CH:12]([N:23]([C:24](=[O:25])[O:26][CH3:27])[CH2:28][c:29]2[cH:30][c:31]([C:39]([F:40])([F:41])[F:42])[cH:32][c:33]([C:35]([F:36])([F:37])[F:38])[cH:34]2)[c:13]2[cH:14][c:15]([O:21][CH3:22])[c:16]([CH2:19][Br:20])[cH:17][c:18]21.[CH3:1][S-:2].[CH3:45][N:46]([CH3:47])[CH:48]=[O:49].[Na+:3].[OH2:44]>>[CH3:1][S:2][CH2:19][c:16]1[c:15]([O:21][CH3:22])[cH:14][c:13]2[c:18]([cH:17]1)[N:9]([C:7]([O:6][CH2:4][CH3:5])=[O:8])[CH:10]([CH3:43])[CH2:11][CH:12]2[N:23]([C:24](=[O:25])[O:26][CH3:27])[CH2:28][c:29]1[cH:30][c:31]([C:39]([F:40])([F:41])[F:42])[cH:32][c:33]([C:35]([F:36])([F:37])[F:38])[cH:34]1. The reactants are CSC1=NC=CC(=N1)N1N=CC2=CC=C(C=C12)N (1-(2-methylsulfanylpyrimidin-4-yl)-1H-indazol-6-ylamine), C1CCOC1 (THF). The reagents and catalysts are C(C)(=O)Cl (Acetyl chloride), C(C)N(CC)CC (triethylamine). The solvent is C(Cl)Cl (DCM), CO (MeOH). Conditions: time 30 minute. Product: CSC1=NC=CC(=N1)N1N=CC2=CC=C(C=C12)NC(C)=O (N-[1-(2-methylsulfanylpyrimidin-4-yl)-1H-indazol-6-yl]-acetamide). As a reaction SMILES: [CH3:1][S:2][C:3]1[N:8]=[C:7]([N:9]2[C:17]3[C:12](=[CH:13][CH:14]=[C:15]([NH2:18])[CH:16]=3)[CH:11]=[N:10]2)[CH:6]=[CH:5][N:4]=1.C1C[O:22][CH2:21][CH2:20]1>C(Cl)(=O)C.C(N(CC)CC)C.C(Cl)Cl.CO>[CH3:1][S:2][C:3]1[N:8]=[C:7]([N:9]2[C:17]3[C:12](=[CH:13][CH:14]=[C:15]([NH:18][C:21](=[O:22])[CH3:20])[CH:16]=3)[CH:11]=[N:10]2)[CH:6]=[CH:5][N:4]=1. Reported procedure: Acetyl chloride (10 drops) was added dropwise at RT to 1-(2-methylsulfanylpyrimidin-4-yl)-1H-indazol-6-ylamine (0.13 g, 0.5 mmol) and triethylamine (15 drops) in THF (5 mL), and the resulting mixture stirred for 30 min. The reaction mixture was diluted with DCM and MeOH, washed twice with aqueous NaHCO3 and once with brine, dried over Na2SO4, filtered and concentrated under reduced pressure. The crude residue was treated with Et2O and hexane, and the precipitate was collected by filtration to gi... Starting materials: O=S(=O)(O)Cl, ClCCl, Fc1ccc(Oc2ccccc2)cc1. The product is O=S(=O)(Cl)c1ccccc1Oc1ccc(F)cc1. As a reaction SMILES: [Cl:1][S:2](=[O:3])(=[O:4])[OH:5].[Cl:20][CH2:21][Cl:22].[F:6][c:7]1[cH:8][cH:9][c:10]([O:11][c:12]2[cH:13][cH:14][cH:15][cH:16][cH:17]2)[cH:18][cH:19]1>>[Cl:1][S:2](=[O:3])(=[O:5])[c:13]1[c:12]([O:11][c:10]2[cH:9][cH:8][c:7]([F:6])[cH:19][cH:18]2)[cH:17][cH:16][cH:15][cH:14]1. Reactants: ClC=1C=C(CN2CC(OCC2)CNC(C(F)(F)F)=O)C=CC1Cl (N-{[4-(3,4-Dichlorobenzyl)morpholin-2-yl]methyl}-2,2,2-trifluoroacetamide), C([O-])([O-])=O.[K+].[K+] (potassium carbonate). Run in CO (methanol), O (water), CO (methanol). The product is ClC=1C=C(CN2CC(OCC2)CN)C=CC1Cl ([4-(3,4-Dichlorobenzyl)morpholin-2-yl]methylamine). Isolated yield 84.0%. RXN SMILES: [Cl:1][C:2]1[CH:3]=[C:4]([CH:20]=[CH:21][C:22]=1[Cl:23])[CH2:5][N:6]1[CH2:11][CH2:10][O:9][CH:8]([CH2:12][NH:13]C(=O)C(F)(F)F)[CH2:7]1.C(=O)([O-])[O-].[K+].[K+]>CO.O>[Cl:1][C:2]1[CH:3]=[C:4]([CH:20]=[CH:21][C:22]=1[Cl:23])[CH2:5][N:6]1[CH2:11][CH2:10][O:9][CH:8]([CH2:12][NH2:13])[CH2:7]1 |f:1.2.3|. Procedure: To a stirred solution of Intermediate 2 (2.97 g) in methanol (15 ml) and water (5 ml) was added potassium carbonate (5.53 g). The mixture was stirred at 22° C. for 18 h before the methanol was removed in vacuo. Water (25 ml) was added and the mixture extracted with ethyl acetate (3×30 ml). The combined organic phases were washed with water (5 ml) and saturated aqueous sodium chloride solution (10 ml) before drying over sodium sulphate, filtering and evaporation of the solvent in vacuo to give a ...